From a dataset of the Open Reaction Database (ORD), a public repository of structured organic reaction records. describe an organic reaction: reactants, conditions, products, and yield The reactants are CCO, OCCCC#Cc1ccc2c(ccn2-c2ccc(F)cc2)c1. Yields the product OCCCCCc1ccc2c(ccn2-c2ccc(F)cc2)c1. RXN SMILES: [CH3:23][CH2:24][OH:25].[F:1][c:2]1[cH:3][cH:4][c:5](-[n:8]2[cH:9][cH:10][c:11]3[cH:12][c:13]([C:17]#[C:18][CH2:19][CH2:20][CH2:21][OH:22])[cH:14][cH:15][c:16]23)[cH:6][cH:7]1>>[F:1][c:2]1[cH:3][cH:4][c:5](-[n:8]2[cH:9][cH:10][c:11]3[cH:12][c:13]([CH2:17][CH2:18][CH2:19][CH2:20][CH2:21][OH:22])[cH:14][cH:15][c:16]23)[cH:6][cH:7]1. Procedure: A solution of 5-(2-ethoxybenzamido)-1-n-propyl-pyrazole-4-carboxamide (Preparation 2; 0.541 g, 0.0017 mol) and sodium hydroxide (0.10 g, g, 0.0026 mol) in a mixture of water (5 ml) and ethanol 1 ml) was heated under reflux for 20 hours. The cool reaction solution was extracted with dichloromethane (5×30 ml), then the combined extracts dried (Na2SO4) and evaporated under vacuum to give the crude product. Purification by column chromatography (SiO2, 5% MeOH in CH2Cl2) afforded the title compound a... Yields the product C(C)OC1=C(C=CC=C1)C=1NC(C2=C(N1)N(N=C2)CCC)=O (6-(2-Ethoxyphenyl)-1-n-propyl-1,5-dihydro-4H-pyrazolo[3,4-d]pyrimidin-4-one). Isolated yield 88.7%. The solvent is O (water), C(C)O (ethanol). Reaction SMILES: [CH2:1]([O:3][C:4]1[CH:23]=[CH:22][CH:21]=[CH:20][C:5]=1[C:6]([NH:8][C:9]1[N:13]([CH2:14][CH2:15][CH3:16])[N:12]=[CH:11][C:10]=1[C:17]([NH2:19])=[O:18])=O)[CH3:2].[OH-].[Na+]>O.C(O)C>[CH2:1]([O:3][C:4]1[CH:23]=[CH:22][CH:21]=[CH:20][C:5]=1[C:6]1[NH:19][C:17](=[O:18])[C:10]2[CH:11]=[N:12][N:13]([CH2:14][CH2:15][CH3:16])[C:9]=2[N:8]=1)[CH3:2] |f:1.2|. Starting materials: C(C)OC1=C(C(=O)NC2=C(C=NN2CCC)C(=O)N)C=CC=C1 (5-(2-ethoxybenzamido)-1-n-propyl-pyrazole-4-carboxamide), [OH-].[Na+] (sodium hydroxide). Run in CO (methanol). Reported procedure: In 220 ml of methanol is dissolved 6.9 g of ethyl cis-3-amino-8-chloro-4-oxo-2-phenyl-2,3,4,5-tetrahydro-1,5-benzothiazepine-5-acetate, into which ammonia gas is blown to the level of saturation under ice-cooling. The reaction temperature is slowly elevated to room temperature, and the mixture is allowed to stand still overnight. Then, the reaction mixture is concentrated under reduced pressure. The separated crystals are collected by filtration to give 6.2 g of cis-3-amino-8-chloro-4-oxo-2-phen... Yields the product N[C@@H]1[C@@H](SC2=C(N(C1=O)CC(=O)N)C=CC(=C2)Cl)C2=CC=CC=C2 (cis-3-amino-8-chloro-4-oxo-2-phenyl-2,3,4,5-tetrahydro-1,5-benzothiazepine-5-acetamide). Conditions: time 8 hour. As a reaction SMILES: [NH2:1][C@H:2]1[C:8](=[O:9])[N:7]([CH2:10][C:11](OCC)=[O:12])[C:6]2[CH:16]=[CH:17][C:18]([Cl:20])=[CH:19][C:5]=2[S:4][C@H:3]1[C:21]1[CH:26]=[CH:25][CH:24]=[CH:23][CH:22]=1.[NH3:27]>CO>[NH2:1][C@H:2]1[C:8](=[O:9])[N:7]([CH2:10][C:11]([NH2:27])=[O:12])[C:6]2[CH:16]=[CH:17][C:18]([Cl:20])=[CH:19][C:5]=2[S:4][C@H:3]1[C:21]1[CH:26]=[CH:25][CH:24]=[CH:23][CH:22]=1. Reactants: N[C@@H]1[C@@H](SC2=C(N(C1=O)CC(=O)OCC)C=CC(=C2)Cl)C2=CC=CC=C2 (ethyl cis-3-amino-8-chloro-4-oxo-2-phenyl-2,3,4,5-tetrahydro-1,5-benzothiazepine-5-acetate), N (ammonia). The reactants are Brc1cn[nH]c1, CC(=O)[O-], CC(=O)[O-], OB(O)C1CC1, [Cl-], ClCCCl, [Cu+2], [NH4+], [Na+], [Na+], O=C([O-])[O-], c1ccc(-c2ccccn2)nc1. Product: Brc1cnn(C2CC2)c1. Reaction SMILES: [Br:1][c:2]1[cH:3][n:4][nH:5][cH:6]1.[C:37]([O-:38])(=[O:39])[CH3:40].[C:42]([O-:43])(=[O:44])[CH3:45].[CH:7]1([B:10]([OH:11])[OH:12])[CH2:8][CH2:9]1.[Cl-:31].[Cl:33][CH2:34][CH2:35][Cl:36].[Cu+2:41].[NH4+:32].[Na+:25].[Na+:26].[O-:27][C:28](=[O:29])[O-:30].[n:13]1[cH:14][cH:15][cH:16][cH:17][c:18]1-[c:19]1[cH:20][cH:21][cH:22][cH:23][n:24]1>>[Br:1][c:2]1[cH:3][n:4][n:5]([CH:7]2[CH2:8][CH2:9]2)[cH:6]1.